From a dataset of the Open Reaction Database (ORD), a public repository of structured organic reaction records. describe an organic reaction: reactants, conditions, products, and yield Reactants: [N+](=O)([O-])C=1C=C2C(=NN(C2=CC1)COCC[Si](C)(C)C)SC1=CC=CC=C1 (5-nitro-3-phenylsulfanyl-1-(2-trimethylsilanylethoxymethyl)-1H-indazole). The reagents and catalysts are [Pd] (palladium-on-charcoal). The solvent is C(C)(=O)OCC (ethyl acetate). The product is NC=1C=C2C(=NN(C2=CC1)COCC[Si](C)(C)C)SC1=CC=CC=C1 (5-amino-3-phenylsulfanyl-1-(2-trimethylsilanylethoxymethyl)-1H-indazole). Yield: 89.2%. Reaction SMILES: [N+:1]([C:4]1[CH:5]=[C:6]2[C:10](=[CH:11][CH:12]=1)[N:9]([CH2:13][O:14][CH2:15][CH2:16][Si:17]([CH3:20])([CH3:19])[CH3:18])[N:8]=[C:7]2[S:21][C:22]1[CH:27]=[CH:26][CH:25]=[CH:24][CH:23]=1)([O-])=O>C(OCC)(=O)C.[Pd]>[NH2:1][C:4]1[CH:5]=[C:6]2[C:10](=[CH:11][CH:12]=1)[N:9]([CH2:13][O:14][CH2:15][CH2:16][Si:17]([CH3:20])([CH3:18])[CH3:19])[N:8]=[C:7]2[S:21][C:22]1[CH:27]=[CH:26][CH:25]=[CH:24][CH:23]=1. Procedure: 5-Amino-3-phenylsulfanyl-1-(2-trimethylsilanylethoxymethyl)-1H-indazole can be obtained in the following way: a solution of 0.4 g of 5-nitro-3-phenylsulfanyl-1-(2-trimethylsilanylethoxymethyl)-1H-indazole in 16 ml of ethyl acetate containing 40 mg of 10% palladium-on-charcoal is hydrogenated under a pressure of 200 kPa at a temperature in the region of 25° C. for 18 hours. After filtration of the catalyst through Celite® under argon and washing with ethyl acetate, the filtrate is concentrated to... Starting materials: N[C@@H](CCCNC(N)=N)C(=O)O (L-arginine), Cl (hydrochloric acid), C(CCCCCCCCCCC)(=O)Cl (lauroyl chloride), [OH-].[Na+] (NaOH), [OH-].[Na+] (NaOH). Solvent: O (water), C(C)(C)O (isopropyl alcohol). Reaction conditions: temperature 11.5 celsius, time 1 hour. The product is C(CCCCCCCCCCC)(=O)N[C@@H](CCCNC(N)=N)C(=O)O (mono-Nα-lauroyl-L-arginine). Isolated yield 91.9%. RXN SMILES: [NH2:1][C@H:2]([C:10]([OH:12])=[O:11])[CH2:3][CH2:4][CH2:5][NH:6][C:7](=[NH:9])[NH2:8].[C:13](Cl)(=[O:25])[CH2:14][CH2:15][CH2:16][CH2:17][CH2:18][CH2:19][CH2:20][CH2:21][CH2:22][CH2:23][CH3:24].[OH-].[Na+].Cl>O.C(O)(C)C>[C:13]([NH:1][C@H:2]([C:10]([OH:12])=[O:11])[CH2:3][CH2:4][CH2:5][NH:6][C:7](=[NH:8])[NH2:9])(=[O:25])[CH2:14][CH2:15][CH2:16][CH2:17][CH2:18][CH2:19][CH2:20][CH2:21][CH2:22][CH2:23][CH3:24] |f:2.3|. Procedure details: To 1,106 g of L-arginine were added 6,919 g of isopropyl alcohol and 2,964 g of water. Thereto were concurrently added dropwise 1,522 g of lauroyl chloride (manufactured by Nippon Oil and Fats Co., Ltd.) and 27 wt % NaOH aqueous solution over a period of 2 hours with the pH being maintained at 10.5 to 11.5 and the reaction temperature being maintained at 10 to 13° C. After 1 hour of aging, the reaction mixture was warmed to 50° C. and adjusted to pH 3.8 by adding concentrated hydrochloric acid t...